describe an organic reaction: reactants, conditions, products, and yield From a dataset of the Open Reaction Database (ORD), a public repository of structured organic reaction records. The product is C=CCOc1ccc2c(C)cc(=O)oc2c1C(=O)C=Cc1ccccc1. Starting materials: CCO, C=CCOc1ccc2c(C)cc(=O)oc2c1C(C)=O, O=Cc1ccccc1, [K+], [OH-], O. As a reaction SMILES: [CH3:30][CH2:31][OH:32].[CH3:3][c:4]1[cH:5][c:6](=[O:21])[o:7][c:8]2[c:9]([C:18]([CH3:19])=[O:20])[c:10]([O:14][CH2:15][CH:16]=[CH2:17])[cH:11][cH:12][c:13]12.[CH:22](=[O:23])[c:24]1[cH:25][cH:26][cH:27][cH:28][cH:29]1.[K+:2].[OH-:1].[OH2:33]>>[CH3:3][c:4]1[cH:5][c:6](=[O:21])[o:7][c:8]2[c:9]([C:18]([CH:19]=[CH:22][c:24]3[cH:25][cH:26][cH:27][cH:28][cH:29]3)=[O:20])[c:10]([O:14][CH2:15][CH:16]=[CH2:17])[cH:11][cH:12][c:13]12. Reactants: C1(=CC=CC=C1)/C=C/C=1C=C(C=CC1)[N+](=O)[O-] (3-((E)-2-phenylvinyl)nitrobenzene). Reagents/catalysts: [C].[Pd] (palladium-carbon). Solvent: CO (methanol). Reaction conditions: time 2 hour. The product is C1(=CC=CC=C1)CCC=1C=C(N)C=CC1 (3-(2-Phenylethyl)aniline). The yield is 96.6%. Reaction SMILES: [C:1]1(/[CH:7]=[CH:8]/[C:9]2[CH:10]=[C:11]([N+:15]([O-])=O)[CH:12]=[CH:13][CH:14]=2)[CH:6]=[CH:5][CH:4]=[CH:3][CH:2]=1>CO.[C].[Pd]>[C:1]1([CH2:7][CH2:8][C:9]2[CH:10]=[C:11]([CH:12]=[CH:13][CH:14]=2)[NH2:15])[CH:2]=[CH:3][CH:4]=[CH:5][CH:6]=1 |f:2.3|. Procedure: A mixture of 3-bromonitrobenzene (1 g), styrene (1.7 mL), palladium(II) acetate (95 mg), tris(2-methylphenyl)phosphine (0.3 g) and N,N-diisopropylamine (5 mL) was heated for reflux for 24 hours. The reaction mixture was diluted with diethyl ether, and the resulting mixture was washed with 1 mol/L hydrochloric acid, water and brine successively, and dried over anhydrous magnesium sulfate. The solvent was removed under reduced pressure, and the residue was purified by column chromatography on sili... The reactants are CC(=O)O, Cl, [Zn], O=C1c2ccccc2S(=O)(=O)c2cc(-c3nnn[nH]3)ccc21. Yields the product O=S1(=O)c2ccccc2Cc2ccc(-c3nnn[nH]3)cc21. Reaction SMILES: [CH3:25][C:26](=[O:27])[OH:28].[ClH:23].[Zn:24].[nH:1]1[n:2][n:3][n:4][c:5]1-[c:6]1[cH:7][cH:8][c:9]2[c:18]([cH:19]1)[S:17](=[O:20])(=[O:21])[c:16]1[c:11]([cH:12][cH:13][cH:14][cH:15]1)[C:10]2=[O:22]>>[nH:1]1[n:2][n:3][n:4][c:5]1-[c:6]1[cH:7][cH:8][c:9]2[c:18]([cH:19]1)[S:17](=[O:20])(=[O:21])[c:16]1[c:11]([cH:12][cH:13][cH:14][cH:15]1)[CH2:10]2. Reactants: FC1=C(C=CC(=C1)F)B(O)O (2,4-difluorophenylboronic acid), I (hydroiodic acid), ClC1=NC=NC(=C1)Cl (4,6-dichloropyrimidine), chloro. Product: IC1=NC=NC(=C1)C1=C(C=C(C=C1)F)F (4-Iodo-6-(2,4-difluorophenyl)pyrimidine). RXN SMILES: [F:1][C:2]1[CH:7]=[C:6]([F:8])[CH:5]=[CH:4][C:3]=1B(O)O.Cl[C:13]1[CH:18]=[C:17](Cl)[N:16]=[CH:15][N:14]=1.[IH:20]>>[I:20][C:13]1[CH:18]=[C:17]([C:3]2[CH:4]=[CH:5][C:6]([F:8])=[CH:7][C:2]=2[F:1])[N:16]=[CH:15][N:14]=1. Procedure: The compound was prepared according to Example 1 using 2,4-difluorophenylboronic acid and 4,6-dichloropyrimidine. The resultant chloro compound was converted to iodo with hydroiodic acid as described in the general procedure. Reactants: BrCC(=O)C1=CC=C(C=C1)C (1-bromo-2-(4-methylphenyl)-2-ethanone), NC1=NC=C(C=C1)[N+](=O)[O-] (2-amino-5-nitropyridine). The solvent is C(CC)O (n-propanol), ClCCl (dichloromethane). Product: CC1=CC=C(C=C1)C=1N=C2N(C=C(C=C2)[N+](=O)[O-])C1 (2-(4-Methylphenyl)-6-nitroimidazo[1,2-a]pyridine). The yield is 22.9%. RXN SMILES: Br[CH2:2][C:3]([C:5]1[CH:10]=[CH:9][C:8]([CH3:11])=[CH:7][CH:6]=1)=O.[NH2:12][C:13]1[CH:18]=[CH:17][C:16]([N+:19]([O-:21])=[O:20])=[CH:15][N:14]=1>C(O)CC.ClCCl>[CH3:11][C:8]1[CH:9]=[CH:10][C:5]([C:3]2[N:12]=[C:13]3[CH:18]=[CH:17][C:16]([N+:19]([O-:21])=[O:20])=[CH:15][N:14]3[CH:2]=2)=[CH:6][CH:7]=1. Procedure details: 81 g (0.38 mole) of 1-bromo-2-(4-methylphenyl)-2-ethanone and 53 g (0.38 mole) of 2-amino-5-nitropyridine are reacted in 900 ml of n-propanol. The solution is maintained under reflux, the reaction being followed by thin layer chromatography. When there is no further change, the mixture is evaporated to dryness. The residue is taken up with water and treated with ammonia solution until the pH>8. The insoluble material is filtered off and dried, and then treated with dichloromethane. The insoluble...